From a dataset of the Open Reaction Database (ORD), a public repository of structured organic reaction records. describe an organic reaction: reactants, conditions, products, and yield Reactants: O (water), CN1C(=NC=C1)[Sn](CCCC)(CCCC)CCCC (1-methyl-2-(tributylstannyl)imidazole), BrC1=C(C=C(C=C1)C(F)(F)F)I (1-bromo-2-iodo-4-(trifluoromethyl)benzene), [F-].[K+] (potassium fluoride). The reagents and catalysts are C1=CC=C(C=C1)P([C-]2C=CC=C2)C3=CC=CC=C3.C1=CC=C(C=C1)P([C-]2C=CC=C2)C3=CC=CC=C3.Cl[Pd]Cl.[Fe+2].C(Cl)Cl (PdCl2(dppf) CH2Cl2). The solvent is CN(C)C=O (DMF). The product is BrC1=C(C=C(C=C1)C(F)(F)F)C=1N(C=CN1)C (2-(2-bromo-5-(trifluoromethyl)phenyl)-1-methyl-1H-imidazole). Isolated yield 64.6%. RXN SMILES: [CH3:1][N:2]1[CH:6]=[CH:5][N:4]=[C:3]1[Sn](CCCC)(CCCC)CCCC.[Br:20][C:21]1[CH:26]=[CH:25][C:24]([C:27]([F:30])([F:29])[F:28])=[CH:23][C:22]=1I.[F-].[K+].O>CN(C=O)C.C1C=CC(P(C2C=CC=CC=2)[C-]2C=CC=C2)=CC=1.C1C=CC(P(C2C=CC=CC=2)[C-]2C=CC=C2)=CC=1.Cl[Pd]Cl.[Fe+2].C(Cl)Cl>[Br:20][C:21]1[CH:22]=[CH:23][C:24]([C:27]([F:28])([F:29])[F:30])=[CH:25][C:26]=1[C:3]1[N:2]([CH3:1])[CH:6]=[CH:5][N:4]=1 |f:2.3,6.7.8.9.10|. Reported procedure: A solution of PdCl2(dppf)-CH2Cl2 adduct (0.233 g, 0.285 mmol), 1-methyl-2-(tributylstannyl)imidazole (2.189 ml, 6.84 mmol), 1-bromo-2-iodo-4-(trifluoromethyl)benzene (0.919 ml, 5.70 mmol), and potassium fluoride (1.656 g, 28.5 mmol) in 6 mL DMF was heated to 80° C. overnight. LC/MS showed product, so the reaction mixture was poured into water and was extracted with DCM. The organics were dried over MgSO4 and concentrated. Purification of the crude residue by silica gel column chromatography (0 t... Yield: 88.3%. The reactants are C(N)(=O)[C@@H](C[C@@H]1C=2C=3C(=NC=NC3SC2CC1)OC1CCC(CC1)N(C(OC(C)(C)C)=O)C)O (tert-butyl N-(4-[[(3R)-3-[(2R)-2-carbamoyl-2-hydroxyethyl]-7-thia-9,11-diazatricyclo[6.4.0.0^[2,6]]dodeca-1(8),2(6),9,11-tetraen-12-yl]oxy]cyclohexyl)-N-methylcarbamate), Cl (hydrochloric acid). The product is O[C@@H](C(=O)N)C[C@@H]1C=2C=3C(=NC=NC3SC2CC1)OC1CCC(CC1)NC ((2R)-2-hydroxy-3-[(3R)-12-[[4-(methylamino)cyclohexyl]oxy]-7-thia-9,11-diazatricyclo[6.4.0.0^[2,6]]dodeca-1(8),2(6),9,11-tetraen-3-yl]propanamide). As a reaction SMILES: [C:1]([C@H:4]([OH:34])[CH2:5][C@H:6]1[CH2:17][CH2:16][C:15]2[S:14][C:13]3[N:12]=[CH:11][N:10]=[C:9]([O:18][CH:19]4[CH2:24][CH2:23][CH:22]([N:25](C)[C:26](=O)OC(C)(C)C)[CH2:21][CH2:20]4)[C:8]=3[C:7]1=2)(=[O:3])[NH2:2].Cl>ClCCl>[OH:34][C@H:4]([CH2:5][C@H:6]1[CH2:17][CH2:16][C:15]2[S:14][C:13]3[N:12]=[CH:11][N:10]=[C:9]([O:18][CH:19]4[CH2:20][CH2:21][CH:22]([NH:25][CH3:26])[CH2:23][CH2:24]4)[C:8]=3[C:7]1=2)[C:1]([NH2:2])=[O:3]. Run in ClCCl (dichloromethane). Procedure details: Into a 10-mL round-bottom flask was placed a solution of tert-butyl N-(4-[[(3R)-3-[(2R)-2-carbamoyl-2-hydroxyethyl]-7-thia-9,11-diazatricyclo[6.4.0.0^[2,6]]dodeca-1(8),2(6),9,11-tetraen-12-yl]oxy]cyclohexyl)-N-methylcarbamate (0.7 g, 1.16 mmol, 1.00 equiv) in dichloromethane (10 mL) at 0° C. under nitrogen. Then hydrochloric acid (12 M, 2.0 mL) was added and the resulting solution was stirred for 5 h at 0° C. After completion of the reaction, the solvents were evaporated under reduced pressure. ... Reaction conditions: temperature 0 celsius, time 5 hour.